This data is from the Open Reaction Database (ORD), a public repository of structured organic reaction records. The task is: describe an organic reaction: reactants, conditions, products, and yield Reactants: C1(CCCCC1)C1(CC(=CC(O1)=O)O)CCC1=CC=C(C=C1)O (6-cyclohexyl-4-hydroxy-6-[2-(4-hydroxy-phenyl)-ethyl]-5,6-dihydro-pyran-2-one), crude product, C(C)(C)(C)C1=C(C=C(C(=C1)O)C)SS(=O)(=O)C1=CC=C(C=C1)C (toluene-4-thiosulfonic acid S-(2-tert-butyl-4-hydroxy-5-methyl-phenyl) ester), C(=O)([O-])[O-].[K+].[K+] (K2CO3). Solvent: CN(C)C=O (DMF). Reaction conditions: time 8 hour. Yields the product C(C)(C)(C)C1=C(C=C(C(=C1)O)C)SC=1C(OC(CC1O)(CCC1=CC=C(C=C1)O)C1CCCCC1)=O (3-(2-tert-Butyl-4-hydroxy-5-methyl-phenylsulfanyl)-6-cyclohexyl-4-hydroxy-6-[2-(4-hydroxy-phenyl)-ethyl]-5,6-dihydro-pyran-2-one). RXN SMILES: [CH:1]1([C:7]2([CH2:15][CH2:16][C:17]3[CH:22]=[CH:21][C:20]([OH:23])=[CH:19][CH:18]=3)[O:12][C:11](=[O:13])[CH:10]=[C:9]([OH:14])[CH2:8]2)[CH2:6][CH2:5][CH2:4][CH2:3][CH2:2]1.[C:24]([C:28]1[CH:33]=[C:32]([OH:34])[C:31]([CH3:35])=[CH:30][C:29]=1[S:36]S(C1C=CC(C)=CC=1)(=O)=O)([CH3:27])([CH3:26])[CH3:25].C([O-])([O-])=O.[K+].[K+]>CN(C=O)C>[C:24]([C:28]1[CH:33]=[C:32]([OH:34])[C:31]([CH3:35])=[CH:30][C:29]=1[S:36][C:10]1[C:11](=[O:13])[O:12][C:7]([CH:1]2[CH2:6][CH2:5][CH2:4][CH2:3][CH2:2]2)([CH2:15][CH2:16][C:17]2[CH:22]=[CH:21][C:20]([OH:23])=[CH:19][CH:18]=2)[CH2:8][C:9]=1[OH:14])([CH3:27])([CH3:26])[CH3:25] |f:2.3.4|. Procedure: The title compound was prepared as described in General Method 9 from 6-cyclohexyl-4-hydroxy-6-[2-(4-hydroxy-phenyl)-ethyl]-5,6-dihydro-pyran-2-one (prepared in Example NN; 210 mg, 0.664 mmol), toluene-4-thiosulfonic acid S-(2-tert-butyl-4-hydroxy-5-methyl-phenyl) ester (prepared in Example RRR; 256 mg, 0.730 mmol), K2CO3 (367 mg, 2.655 mmol), and DMF (4 mL). The reaction was stirred at room temperature overnight and then worked up in the usual fashion. The crude product was flash chromatographe... Procedure: 1-(4-Amino-benzyl)-3-thiophene-2-yl-1H-indole-2-carboxylic acid ethyl ester was prepared from 1-(4-nitro-benzyl)-3-thiophene-2-yl-1H-indole-2-carboxylic acid ethyl ester followed the procedure of Example 1 Step 1: 1H NMR (DMSO-d6) δ 1.10 (t, J=7.2 Hz, 3H), 4.20 (q, J=7.2 Hz, 2H), 5.01 (br s, 2H), 5.55 (s, 2H), 6.45 (d, J=8.5 Hz, 2H), 6.84 (d, J=8.5 Hz, 2H), 7.16-7.20 (m, 3H), 7.35 (td, J=7.3, 1.0 Hz, 1H), 7.62 (dd, J=5.2, 1.2 Hz, 1H), 7.65 (d, J=4.1 Hz, 1H), 7.71 (d, J=8.8 Hz, 1H); MS (ESI) m/z ... Starting materials: C(C)OC(=O)C=1N(C2=CC=CC=C2C1C=1SC=CC1)CC1=CC=C(C=C1)[N+](=O)[O-] (1-(4-nitro-benzyl)-3-thiophene-2-yl-1H-indole-2-carboxylic acid ethyl ester), C(=O)(C(F)(F)F)O (TFA). As a reaction SMILES: [CH2:1]([O:3][C:4]([C:6]1[N:7]([CH2:20][C:21]2[CH:26]=[CH:25][C:24]([N+:27]([O-])=O)=[CH:23][CH:22]=2)[C:8]2[C:13]([C:14]=1[C:15]1[S:16][CH:17]=[CH:18][CH:19]=1)=[CH:12][CH:11]=[CH:10][CH:9]=2)=[O:5])[CH3:2].C(O)(C(F)(F)F)=O>>[CH2:1]([O:3][C:4]([C:6]1[N:7]([CH2:20][C:21]2[CH:26]=[CH:25][C:24]([NH2:27])=[CH:23][CH:22]=2)[C:8]2[C:13]([C:14]=1[C:15]1[S:16][CH:17]=[CH:18][CH:19]=1)=[CH:12][CH:11]=[CH:10][CH:9]=2)=[O:5])[CH3:2]. The product is C(C)OC(=O)C=1N(C2=CC=CC=C2C1C=1SC=CC1)CC1=CC=C(C=C1)N (1-(4-Amino-benzyl)-3-thiophene-2-yl-1H-indole-2-carboxylic acid ethyl ester). The reactants are COCCOCCOC, NC1CC1, Cc1ccnc(Cl)c1NC(=O)c1cccnc1Cl, O=[Ca]. Product: Cc1ccnc2c1NC(=O)c1cccnc1N2C1CC1. As a reaction SMILES: [CH3:25][O:26][CH2:27][CH2:28][O:29][CH2:30][CH2:31][O:32][CH3:33].[CH:21]1([NH2:24])[CH2:22][CH2:23]1.[Cl:1][c:2]1[n:3][cH:4][cH:5][cH:6][c:7]1[C:8](=[O:9])[NH:10][c:11]1[c:12]([Cl:18])[n:13][cH:14][cH:15][c:16]1[CH3:17].[O:19]=[Ca:20]>>[c:2]12[n:3][cH:4][cH:5][cH:6][c:7]1[C:8](=[O:9])[NH:10][c:11]1[c:12]([n:13][cH:14][cH:15][c:16]1[CH3:17])[N:24]2[CH:21]1[CH2:22][CH2:23]1. The reactants are O=C([O-])[O-], CCOC(C)=O, O=C(CCl)C1CCCO1, [K+], [K+], CN(C)C=O, O=C(COc1ccccc1)NC1C(=O)NC1S. Product: O=C(COc1ccccc1)NC1C(=O)NC1SCC(=O)C1CCCO1. As a reaction SMILES: [C:27](=[O:28])([O-:29])[O-:30].[CH3:38][CH2:39][O:40][C:41](=[O:42])[CH3:43].[Cl:1][CH2:2][C:3](=[O:4])[CH:5]1[O:6][CH2:7][CH2:8][CH2:9]1.[K+:31].[K+:32].[O:33]=[CH:34][N:35]([CH3:36])[CH3:37].[SH:10][CH:11]1[CH:12]([NH:16][C:17]([CH2:18][O:19][c:20]2[cH:21][cH:22][cH:23][cH:24][cH:25]2)=[O:26])[C:13](=[O:15])[NH:14]1>>[CH2:2]([C:3](=[O:4])[CH:5]1[O:6][CH2:7][CH2:8][CH2:9]1)[S:10][CH:11]1[CH:12]([NH:16][C:17]([CH2:18][O:19][c:20]2[cH:21][cH:22][cH:23][cH:24][cH:25]2)=[O:26])[C:13](=[O:15])[NH:14]1. Starting materials: [Si](C)(C)(C(C)(C)C)OC1C=CCN(C1)C(=O)OCC ((±)-ethyl 5-(tert-butyldimethylsilyloxy)-5,6-dihydropyridine-1(2H)-carboxylate), C1=CC(=CC(=C1)Cl)C(=O)OO (m-CPBA), C1=CC(=CC(=C1)Cl)C(=O)OO (m-CPBA). Run in C(Cl)Cl (CH2Cl2). Conditions: temperature 0 celsius, time 30 minute. Product: OC1CN(CC2OC12)C(=O)OCC ((±)-ethyl 5-hydroxy-7-oxa-3-aza-bicyclo[4.1.0]heptane-3-carboxylate). Yield: 26.2%. RXN SMILES: [Si]([O:8][CH:9]1[CH2:14][N:13]([C:15]([O:17][CH2:18][CH3:19])=[O:16])[CH2:12][CH:11]=[CH:10]1)(C(C)(C)C)(C)C.C1C=C(Cl)C=C(C(OO)=[O:28])C=1>C(Cl)Cl>[OH:28][CH:11]1[CH:10]2[CH:9]([O:8]2)[CH2:14][N:13]([C:15]([O:17][CH2:18][CH3:19])=[O:16])[CH2:12]1. Reported procedure: To a solution of Compound 239D (25.2 g, 88.3 mmol) in 250 mL of CH2Cl2 at 0° C. was added solid m-CPBA (39.6 g, 176.6 mmol, 77% max) in small portions while the internal temperature was kept below 0° C. during the addition. The mixture was stirred at 0° C. for 30 min and then room temperature for 4.0 hrs. More solid m-CPBA (39.6 g, 176.6 mmol, 77% max) was added in small portions and the mixture was stirred at room temperature for three days. The precipitate was removed by filtration and the fil... Reactants: CC(C)(C)OC(=O)Nc1ccc(C(=O)c2ccccc2)cc1NC(=O)CC(=O)c1cccc(Cl)c1, ClCCl, O=C(O)C(F)(F)F. The product is O=C1CC(c2cccc(Cl)c2)=Nc2ccc(C(=O)c3ccccc3)cc2N1. RXN SMILES: [C:1]([O:2][C:3](=[O:4])[NH:7][c:8]1[c:9]([NH:22][C:23]([CH2:24][C:25](=[O:5])[c:27]2[cH:28][c:29]([Cl:33])[cH:30][cH:31][cH:32]2)=[O:34])[cH:10][c:11]([C:14]([c:15]2[cH:16][cH:17][cH:18][cH:19][cH:20]2)=[O:21])[cH:12][cH:13]1)([CH3:6])([CH3:26])[CH3:35].[Cl:43][CH2:44][Cl:45].[F:36][C:37]([F:38])([F:39])[C:40]([OH:41])=[O:42]>>[N:7]1=[C:25]([c:27]2[cH:28][c:29]([Cl:33])[cH:30][cH:31][cH:32]2)[CH2:24][C:23](=[O:34])[NH:22][c:9]2[c:8]1[cH:13][cH:12][c:11]([C:14]([c:15]1[cH:16][cH:17][cH:18][cH:19][cH:20]1)=[O:21])[cH:10]2. Reactants: Cl (HCl), COC1=NC=CC=C1Br (2-Methoxybromopyridine), C(=C)OCCCC (n-butyl vinyl ether), C1(=CC=CC=C1)P(CCCP(C1=CC=CC=C1)C1=CC=CC=C1)C1=CC=CC=C1 (1,3-bis(diphenylphosphino)propane), C(=O)([O-])[O-].[K+].[K+] (K2CO3). The reagents and catalysts are CC(=O)[O-].CC(=O)[O-].[Pd+2] (Pd(OAc)2). Solvent: O (water), CCOC(=O)C (EtOAc), CN(C)C=O (DMF). Run at temperature 110 celsius, time 2 hour. Product: COC1=NC=C(C=C1)C(C)=O (2-methoxy-5-acetylpyridine). Yield: 60.4%. Reaction SMILES: [CH3:1][O:2][C:3]1[C:8](Br)=[CH:7][CH:6]=[CH:5][N:4]=1.[CH:10]([O:12]CCCC)=[CH2:11].C1(P(C2C=CC=CC=2)CCCP(C2C=CC=CC=2)C2C=CC=CC=2)C=CC=CC=1.C([O-])([O-])=O.[K+].[K+].Cl>CN(C=O)C.CC([O-])=O.CC([O-])=O.[Pd+2].O.CCOC(C)=O>[CH3:1][O:2][C:3]1[CH:8]=[CH:7][C:6]([C:10](=[O:12])[CH3:11])=[CH:5][N:4]=1 |f:3.4.5,8.9.10|. Procedure: 2-Methoxybromopyridine (25 g) and n-butyl vinyl ether (66.6 g) were dissolved in DMF (250 ml). To the solution were added 1,3-bis(diphenylphosphino)propane (3.62 g) and Pd(OAc)2 (896 mg) and aq. K2CO3 under nitrogen atmosphere. The reaction mixture was stirred for 2 hours at 100-120° C. The mixture was cooled to 25° C. To the solution was added 1N aq. HCl (625 ml). The solution was stirred for 1 hour at 25-30° C. The solution was portioned to EtOAc and water. The organic layer was separated. The... The reactants are COCCOC, CN(C)C=O, NC(=O)c1ccc(Cl)nc1Cl, OCC(F)F, [H-], [Na+], O. Product: NC(=O)c1ccc(Cl)nc1OCC(F)F. RXN SMILES: [CH3:19][O:20][CH2:21][CH2:22][O:23][CH3:24].[CH3:25][N:26]([CH3:27])[CH:28]=[O:29].[Cl:8][c:9]1[c:10]([C:11](=[O:12])[NH2:13])[cH:14][cH:15][c:16]([Cl:18])[n:17]1.[F:1][CH:2]([CH2:3][OH:4])[F:5].[H-:7].[Na+:6].[OH2:30]>>[F:1][CH:2]([CH2:3][O:4][c:9]1[c:10]([C:11](=[O:12])[NH2:13])[cH:14][cH:15][c:16]([Cl:18])[n:17]1)[F:5].